This data is from the Open Reaction Database (ORD), a public repository of structured organic reaction records. The task is: describe an organic reaction: reactants, conditions, products, and yield The reactants are OCC(C)(C)C1=NOC(=C1)NC(=O)[C@H]1N(CCC1)C1CCOCC1 ((S)-1-(tetrahydro-pyran-4-yl)-pyrrolidine-2-carboxylic acid [3-(2-hydroxy-1,1-dimethyl-ethyl)-isoxazol-5-yl]-amide), CC(=O)OI1(C2=CC=CC=C2C(=O)O1)(OC(=O)C)OC(=O)C (1,1,1-triacetoxy-1,1-dihydro-1,2-benziodoxol-3(1H)-one). The solvent is C(=O)(O)[O-].[Na+] (NaHCO3), C(Cl)Cl (DCM). Reaction conditions: time 1 hour. Product: CC(C=O)(C)C1=NOC(=C1)NC(=O)[C@H]1N(CCC1)C1CCOCC1 ((S)-1-(tetrahydro-pyran-4-yl)-pyrrolidine-2-carboxylic acid [3-(1,1-dimethyl-2-oxo-ethyl)-isoxazol-5-yl]amide). Isolated yield 52.3%. As a reaction SMILES: [OH:1][CH2:2][C:3]([C:6]1[CH:10]=[C:9]([NH:11][C:12]([C@@H:14]2[CH2:18][CH2:17][CH2:16][N:15]2[CH:19]2[CH2:24][CH2:23][O:22][CH2:21][CH2:20]2)=[O:13])[O:8][N:7]=1)([CH3:5])[CH3:4].CC(OI1(OC(C)=O)(OC(C)=O)OC(=O)C2C1=CC=CC=2)=O>C(Cl)Cl.C([O-])(O)=O.[Na+]>[CH3:5][C:3]([C:6]1[CH:10]=[C:9]([NH:11][C:12]([C@@H:14]2[CH2:18][CH2:17][CH2:16][N:15]2[CH:19]2[CH2:20][CH2:21][O:22][CH2:23][CH2:24]2)=[O:13])[O:8][N:7]=1)([CH3:4])[CH:2]=[O:1] |f:3.4|. Procedure details: To 180 mg (0.53 mmol) of (S)-1-(tetrahydro-pyran-4-yl)-pyrrolidine-2-carboxylic acid [3-(2-hydroxy-1,1-dimethyl-ethyl)-isoxazol-5-yl]-amide in DCM (1.74 mL) are added 317 mg (0.75 mmol) of (1,1,1-triacetoxy-1,1-dihydro-1,2-benziodoxol-3(1H)-one (Dess-Martin-periodinane). The reaction mixture is stirred at RT for 1 h, diluted with sat. aq. NaHCO3 solution and stirred for additonal 30 min. The layers are separated; the organic layer is washed with brine and dried over Na2SO4. The solvent is remove... The reactants are C(=O)[O-].[NH4+] (ammonium formate), [N+](=O)([O-])C=1C=CC(=NC1)NC(CC1=CC=CC=C1)=O (N-(5-nitropyridin-2-yl)-2-phenylacetamide). The reagents and catalysts are [Pd] (Pd/C). The solvent is CCO (EtOH), CCOC(=O)C (EtOAc). The product is NC=1C=CC(=NC1)NC(CC1=CC=CC=C1)=O (N-(5-Amino-pyridin-2-yl)-2-phenylacetamide). As a reaction SMILES: [N+:1]([C:4]1[CH:5]=[CH:6][C:7]([NH:10][C:11](=[O:19])[CH2:12][C:13]2[CH:18]=[CH:17][CH:16]=[CH:15][CH:14]=2)=[N:8][CH:9]=1)([O-])=O.C([O-])=O.[NH4+]>CCO.CCOC(C)=O.[Pd]>[NH2:1][C:4]1[CH:5]=[CH:6][C:7]([NH:10][C:11](=[O:19])[CH2:12][C:13]2[CH:14]=[CH:15][CH:16]=[CH:17][CH:18]=2)=[N:8][CH:9]=1 |f:1.2|. Reported procedure: A solution of N-(5-nitropyridin-2-yl)-2-phenylacetamide (4.35 g, 16.9 mmol) in EtOH (75 mL) and EtOAc (75 mL) is stirred at rt and ammonium formate (4.27 g) and 10% Pd/C (500 mg) are added. The mixture is heated at reflux for 30 min, cooled, filtered through celite and evaporated to afford the title compound as an off-white solid which was used without further purification. Starting materials: CC(=O)OCC1=COC=C2C1=CC=C2C=O (Baldrinal), CN(CCCN)C (3-(dimethylamino)-1-propylamine), CC(=O)OCC1=COC=C2C1=CC=C2C=O (baldrinal). Solvent: C(Cl)(Cl)Cl (chloroform). Run at time 10 minute. The product is C=1NC=CC=2C1C=CC2 (Cyclopenta[c]pyridine). RXN SMILES: CC(O[CH2:5][C:6]1[C:11]2=[CH:12][CH:13]=[C:14](C=O)[C:10]2=[CH:9]OC=1)=O.C[N:18](C)CCCN>C(Cl)(Cl)Cl>[CH:9]1[NH:18][CH:5]=[CH:6][C:11]2[C:10]=1[CH:14]=[CH:13][CH:12]=2. Reported procedure: Baldrinal (2) (12.8 mg) was reacted with 3-(dimethylamino)-1-propylamine (22.5 mg) in 2 ml of chloroform. After stirring for 10 minutes at room temperature, the solution turned red and all the baldrinal was reacted. Compound (9) was separated using column chromatography with silica using 50:1 CHCl3:MeOH solvent system and 2.2 mg of product was collected. The reactants are C(#N)C1=NC=CC=C1C1=C(C(=CN1S(=O)(=O)C1=CC=CC=C1)CN(C(OC(C)(C)C)=O)C)F (tert-butyl {[5-(2-cyanopyridin-3-yl)-4-fluoro-1-(phenylsulfonyl)-1H-pyrrol-3-yl]methyl}methylcarbamate), O1CCCC1 (tetrahydrofuran), [OH-].[Na+] (sodium hydroxide). The solvent is CO (methanol). Reaction conditions: time 30 minute. Yields the product C(#N)C1=NC=CC=C1C1=C(C(=CN1)CN(C(OC(C)(C)C)=O)C)F (tert-butyl {[5-(2-cyanopyridin-3-yl)-4-fluoro-1H-pyrrol-3-yl]methyl}methylcarbamate). The yield is 57.2%. Reaction SMILES: [C:1]([C:3]1[C:8]([C:9]2[N:13](S(C3C=CC=CC=3)(=O)=O)[CH:12]=[C:11]([CH2:23][N:24]([CH3:32])[C:25](=[O:31])[O:26][C:27]([CH3:30])([CH3:29])[CH3:28])[C:10]=2[F:33])=[CH:7][CH:6]=[CH:5][N:4]=1)#[N:2].O1CCCC1.[OH-].[Na+]>CO>[C:1]([C:3]1[C:8]([C:9]2[NH:13][CH:12]=[C:11]([CH2:23][N:24]([CH3:32])[C:25](=[O:31])[O:26][C:27]([CH3:29])([CH3:30])[CH3:28])[C:10]=2[F:33])=[CH:7][CH:6]=[CH:5][N:4]=1)#[N:2] |f:2.3|. Procedure details: To a mixture of tert-butyl {[5-(2-cyanopyridin-3-yl)-4-fluoro-1-(phenylsulfonyl)-1H-pyrrol-3-yl]methyl}methylcarbamate (5.43 g), tetrahydrofuran (50 mL), and methanol (13 mL) was added a 8 mol/L aqueous sodium hydroxide solution (2 mL) at 0° C., and the mixture was stirred at the same temperature for 30 min. The reaction mixture was concentrated under reduced pressure. Water was added to the residue, and the mixture was extracted with ethyl acetate. The extract washed with saturated aqueous sodi...